From a dataset of the Open Reaction Database (ORD), a public repository of structured organic reaction records. describe an organic reaction: reactants, conditions, products, and yield Starting materials: [Br-], O=C([O-])c1ccccc1, CCOC(CCl)OCC, CCOC(C)=O, [K+], [K+], CN(C)C=O, O. The product is CCOC(COC(=O)c1ccccc1)OCC. Reaction SMILES: [Br-:21].[C:10]([c:11]1[cH:12][cH:13][cH:14][cH:15][cH:16]1)(=[O:17])[O-:18].[CH2:1]([CH3:2])[O:3][CH:4]([CH2:5][Cl:6])[O:7][CH2:8][CH3:9].[CH3:27][CH2:28][O:29][C:30](=[O:31])[CH3:32].[K+:19].[K+:20].[O:22]=[CH:23][N:24]([CH3:25])[CH3:26].[OH2:33]>>[CH2:1]([CH3:2])[O:3][CH:4]([CH2:5][O:18][C:10]([c:11]1[cH:12][cH:13][cH:14][cH:15][cH:16]1)=[O:17])[O:7][CH2:8][CH3:9]. Starting materials: C(C1=CC=CC=C1)(C1=CC=CC=C1)NC1=C(C=C(C=C1)Cl)C#CCCN1C(C2=CC=CC=C2C1=O)=O (2-{4-[2-(Benzhydryl-amino)-5-chloro-phenyl]-but-3-ynyl}-isoindole-1,3-dione), Example 2. Reagents/catalysts: [Cu](I)I (copper iodide). The solvent is CN(C=O)C (dimethylformamide). Yields the product C(C1=CC=CC=C1)(C1=CC=CC=C1)N1C(=CC2=CC(=CC=C12)Cl)CCN1C(C2=CC=CC=C2C1=O)=O (2-[2-(1-Benzhydryl-5-chloro-1H-indol-2-yl)-ethyl]-isoindole-1,3-dione). The yield is 95.0%. Reaction SMILES: [CH:1]([NH:14][C:15]1[CH:20]=[CH:19][C:18]([Cl:21])=[CH:17][C:16]=1[C:22]#[C:23][CH2:24][CH2:25][N:26]1[C:34](=[O:35])[C:33]2[C:28](=[CH:29][CH:30]=[CH:31][CH:32]=2)[C:27]1=[O:36])([C:8]1[CH:13]=[CH:12][CH:11]=[CH:10][CH:9]=1)[C:2]1[CH:7]=[CH:6][CH:5]=[CH:4][CH:3]=1>CN(C)C=O.[Cu](I)I>[CH:1]([N:14]1[C:15]2[C:16](=[CH:17][C:18]([Cl:21])=[CH:19][CH:20]=2)[CH:22]=[C:23]1[CH2:24][CH2:25][N:26]1[C:27](=[O:36])[C:28]2[C:33](=[CH:32][CH:31]=[CH:30][CH:29]=2)[C:34]1=[O:35])([C:2]1[CH:7]=[CH:6][CH:5]=[CH:4][CH:3]=1)[C:8]1[CH:9]=[CH:10][CH:11]=[CH:12][CH:13]=1. Procedure: To a solution of 2-{4-[2-(Benzhydryl-amino)-5-chloro-phenyl]-but-3-ynyl}-isoindole-1,3-dione made in Example 2 (13.1 g, 26.7 mmol) in dimethylformamide (65 ml) at ambient temperature was added copper iodide (1.02 g, 5.3 mmol). The reaction mixture suspension was heated at 120 C for 16 h. Then it was heated at 140 C for 4 h. The reaction mixture was filtered at 60° C. Water (200 ml) was added to the filtrate. The product was collected after filtration and washing with water (20 ml×4). Drying the ... Reactants: CC=1C=NC=2C(CCCC2C1)C(=O)OC (methyl 3-methyl-5,6,7,8-tetrahydroquinoline-8-carboxylate), C(=O)N (formamide), C[O-].[Na+] (sodium methoxide). Run in Cl (HCl). The product is CC=1C=NC=2C(CCCC2C1)C(=O)N (3-Methyl-5,6,7,8-Tetrahydroquinoline-8-carboxamide). Yield: 90.0%. RXN SMILES: [CH3:1][C:2]1[CH:3]=[N:4][C:5]2[CH:6]([C:12]([O:14]C)=O)[CH2:7][CH2:8][CH2:9][C:10]=2[CH:11]=1.C([NH2:18])=O.C[O-].[Na+]>Cl>[CH3:1][C:2]1[CH:3]=[N:4][C:5]2[CH:6]([C:12]([NH2:18])=[O:14])[CH2:7][CH2:8][CH2:9][C:10]=2[CH:11]=1 |f:2.3|. Procedure details: A mixture of methyl 3-methyl-5,6,7,8-tetrahydroquinoline-8-carboxylate (25 g. 0.13 m), formamide (11.6 g., 0.26 m) and sodium methoxide (from 2.99 g., 0.13 m sodium) was heated on a steam bath for 1 hour while bubbling nitrogen through the mixture, to blow off the methyl formate produced in the reaction. The cooled reaction mixture was diluted with 2N HCl and worked up as described in Example 21 to give the title compound in 90% yield. Reactants: CO, O=C(O)c1ncccc1C1CC1, Cl, Cl. The product is COC(=O)c1ncccc1C1CC1. RXN SMILES: [CH3:14][OH:15].[CH:2]1([c:5]2[c:6]([C:11](=[O:12])[OH:13])[n:7][cH:8][cH:9][cH:10]2)[CH2:3][CH2:4]1.[ClH:16].[ClH:1]>>[CH:2]1([c:5]2[c:6]([C:11](=[O:12])[O:13][CH3:14])[n:7][cH:8][cH:9][cH:10]2)[CH2:3][CH2:4]1. Starting materials: CO, O=[N+]([O-])c1ccc(SC2SCC(O)C(O)C2O)cc1. Product: Nc1ccc(SC2SCC(O)C(O)C2O)cc1. Reaction SMILES: [CH3:20][OH:21].[S:1]([CH:2]1[CH:3]([OH:4])[CH:5]([OH:6])[CH:7]([OH:8])[CH2:9][S:10]1)[c:11]1[cH:12][cH:13][c:14]([N+:17]([O-:18])=[O:19])[cH:15][cH:16]1>>[S:1]([CH:2]1[CH:3]([OH:4])[CH:5]([OH:6])[CH:7]([OH:8])[CH2:9][S:10]1)[c:11]1[cH:12][cH:13][c:14]([NH2:17])[cH:15][cH:16]1. Starting materials: N([C@H](CC1=CNC2=CC=CC=C12)C(=O)O)C(=O)OC(C)(C)C (BOC-D-Trp), N[C@@H](CCCCNC(=O)OCC1=CC=CC=C1)C(=O)OC(C)(C)C.Cl (Lys(Z)-OtBu HCl), OC1=CC=CC=2NN=NC21 (hydroxybenzotriazole), Cl.CNC(CCNC)N=C=NCC (1,3-dimethylaminopropyl-3-ethylcarbodiimide hydrochloride). The reagents and catalysts are CN(C1=CC=NC=C1)C (4-dimethylaminopyridine). The solvent is C(Cl)Cl (methylene chloride), C(Cl)Cl (methylene chloride). The product is N([C@H](CC1=CNC2=CC=CC=C12)C(=O)N[C@@H](CCCCNC(=O)OCC1=CC=CC=C1)C(=O)OC(C)(C)C)C(=O)OC(C)(C)C (BOC-D-Trp-Lys(CBZ)-OtBu). The yield is 94.7%. As a reaction SMILES: [NH:1]([C:16]([O:18][C:19]([CH3:22])([CH3:21])[CH3:20])=[O:17])[C@@H:2]([C:13]([OH:15])=O)[CH2:3][C:4]1[C:12]2[C:7](=[CH:8][CH:9]=[CH:10][CH:11]=2)[NH:6][CH:5]=1.[NH2:23][C@H:24]([C:40]([O:42][C:43]([CH3:46])([CH3:45])[CH3:44])=[O:41])[CH2:25][CH2:26][CH2:27][CH2:28][NH:29][C:30]([O:32][CH2:33][C:34]1[CH:39]=[CH:38][CH:37]=[CH:36][CH:35]=1)=[O:31].Cl.OC1C2N=NNC=2C=CC=1.Cl.CNC(N=C=NCC)CCNC>CN(C)C1C=CN=CC=1.C(Cl)Cl>[NH:1]([C:16]([O:18][C:19]([CH3:22])([CH3:21])[CH3:20])=[O:17])[C@@H:2]([C:13]([NH:23][C@H:24]([C:40]([O:42][C:43]([CH3:46])([CH3:45])[CH3:44])=[O:41])[CH2:25][CH2:26][CH2:27][CH2:28][NH:29][C:30]([O:32][CH2:33][C:34]1[CH:35]=[CH:36][CH:37]=[CH:38][CH:39]=1)=[O:31])=[O:15])[CH2:3][C:4]1[C:12]2[C:7](=[CH:8][CH:9]=[CH:10][CH:11]=2)[NH:6][CH:5]=1 |f:1.2,4.5|. Procedure details: To a solution of 1.52 gm of BOC-D-Trp (5 mmol), 1.89 gm of Lys(Z)-OtBu HCl (5 mmol), 1.01 gm of hydroxybenzotriazole (7.5 mmol) and 1.83 gm of 4-dimethylaminopyridine (15 mmol) in 450 mL of methylene chloride was added 2.22 gm (11.6 mmol) of 1,3-dimethylaminopropyl-3-ethylcarbodiimide hydrochloride. After stirring for 15 hours 300 mL more methylene chloride was added to the reaction, and it was washed four times with 100 mL portions of 50% saturated aqueous citric acid solution, once with 100 mL... Reactants: CCOC(=O)C1CCN(C(=O)C=Cc2ccc(Sc3ccc4c(ccn4C)c3)c(Cl)c2Cl)CC1, [K+], [Na+], [OH-], [OH-]. Product: Cn1ccc2cc(Sc3ccc(C=CC(=O)N4CCC(C(=O)O)CC4)c(Cl)c3Cl)ccc21. RXN SMILES: [CH3:1][n:2]1[cH:3][cH:4][c:5]2[cH:6][c:7]([S:11][c:12]3[c:13]([Cl:34])[c:14]([Cl:33])[c:15]([CH:18]=[CH:19][C:20](=[O:21])[N:22]4[CH2:23][CH2:24][CH:25]([C:28](=[O:29])[O:30][CH2:31][CH3:32])[CH2:26][CH2:27]4)[cH:16][cH:17]3)[cH:8][cH:9][c:10]12.[K+:36].[Na+:38].[OH-:35].[OH-:37]>>[CH3:1][n:2]1[cH:3][cH:4][c:5]2[cH:6][c:7]([S:11][c:12]3[c:13]([Cl:34])[c:14]([Cl:33])[c:15]([CH:18]=[CH:19][C:20](=[O:21])[N:22]4[CH2:23][CH2:24][CH:25]([C:28](=[O:29])[OH:30])[CH2:26][CH2:27]4)[cH:16][cH:17]3)[cH:8][cH:9][c:10]12. Reactants: [BH4-], CCO, O=C1C(C(F)(F)F)=C2c3ccc4[nH]nnc4c3CC23CCC1C3, [Na+]. Product: OC1C(C(F)(F)F)=C2c3ccc4[nH]nnc4c3CC23CCC1C3. As a reaction SMILES: [BH4-:24].[CH3:26][CH2:27][OH:28].[F:1][C:2]([C:3]1=[C:9]2[C:8]3([CH2:7][CH2:6][CH:5]([C:4]1=[O:21])[CH2:20]3)[CH2:19][c:18]1[c:10]2[cH:11][cH:12][c:13]2[c:14]1[n:15][n:16][nH:17]2)([F:22])[F:23].[Na+:25]>>[F:1][C:2]([C:3]1=[C:9]2[C:8]3([CH2:7][CH2:6][CH:5]([CH:4]1[OH:21])[CH2:20]3)[CH2:19][c:18]1[c:10]2[cH:11][cH:12][c:13]2[c:14]1[n:15][n:16][nH:17]2)([F:22])[F:23]. The reactants are [N-]=[N+]=[N-].[Na+] (sodium azide), COC=1C=C(N)C=C(C1OC)OC (3,4,5-Trimethoxyaniline), N(=O)[O-].[Na+] (sodium nitrite), Cl (HCl). Run in O (water), ClCCl (dichloromethane), O (water), O (water). Reaction conditions: temperature 0 celsius, time 30 minute. Product: COC=1C=C(C=C(C1OC)OC)N=[N+]=[N-] (3,4,5-trimethoxyphenyl azide). The yield is 95.6%. Reaction SMILES: [CH3:1][O:2][C:3]1[CH:4]=[C:5]([CH:7]=[C:8]([O:12][CH3:13])[C:9]=1[O:10][CH3:11])[NH2:6].Cl.N([O-])=O.[Na+].[N-:19]=[N+:20]=[N-].[Na+]>O.ClCCl>[CH3:13][O:12][C:8]1[CH:7]=[C:5]([N:6]=[N+:19]=[N-:20])[CH:4]=[C:3]([O:2][CH3:1])[C:9]=1[O:10][CH3:11] |f:2.3,4.5|. Procedure details: 3,4,5-Trimethoxyaniline (1.83 g; 10 mmol) is added to a 100 mL flask containing water (20 mL) and HCl (conc. aqueous solution, 5 mL). The solution is chilled to 0° C. and a solution of sodium nitrite (830 mg; 12 mmol) in water (5 mL) is added. The solution is stirred at 0° C. for 30 minutes, and then a solution of sodium azide (1.3 g; 20 mmol) in water (5 mL) is added. After another 30 minutes of stirring, dichloromethane is added (20 mL) and the organic phase was collected and filtered through ... The reactants are CN1CCCC1=O, CCN(C(C)C)C(C)C, Nc1nc2nc(SCc3ccccc3)nc(Cl)c2s1, CCC(N)CO, O. Product: CCC(CO)Nc1nc(SCc2ccccc2)nc2nc(N)sc12. Reaction SMILES: [CH3:26][N:27]1[CH2:28][CH2:29][CH2:30][C:31]1=[O:32].[CH:33]([N:34]([CH2:35][CH3:36])[CH:37]([CH3:38])[CH3:39])([CH3:40])[CH3:41].[Cl:1][c:2]1[c:3]2[c:4]([n:5][c:6]([S:8][CH2:9][c:10]3[cH:11][cH:12][cH:13][cH:14][cH:15]3)[n:7]1)[n:16][c:17]([NH2:19])[s:18]2.[NH2:20][CH:21]([CH2:22][OH:23])[CH2:24][CH3:25].[OH2:42]>>[c:2]1([NH:20][CH:21]([CH2:22][OH:23])[CH2:24][CH3:25])[c:3]2[c:4]([n:5][c:6]([S:8][CH2:9][c:10]3[cH:11][cH:12][cH:13][cH:14][cH:15]3)[n:7]1)[n:16][c:17]([NH2:19])[s:18]2.